This data is from the Open Reaction Database (ORD), a public repository of structured organic reaction records. The task is: describe an organic reaction: reactants, conditions, products, and yield Starting materials: N1(CCOCC1)C(=O)N1CC(CC(C1)C1=CC=C(C=C1)OC(F)(F)F)C(=O)O (1-(Morpholin-4-ylcarbonyl)-5-[4-(trifluoromethoxy)phenyl]piperidine-3-carboxylic acid), ON=C(C(C)(C)C)N (N′-hydroxy-2,2-dimethylpropanimidamide). The product is C(C)(C)(C)C1=NOC(=N1)C1CN(CC(C1)C1=CC=C(C=C1)OC(F)(F)F)C(=O)N1CCOCC1 (4-({3-(3-tert-Butyl-1,2,4-oxadiazol-5-yl)-5-[4-(trifluoromethoxy)phenyl]piperidin-1-yl}carbonyl)-morpholine). Reaction SMILES: [N:1]1([C:7]([N:9]2[CH2:14][CH:13]([C:15]3[CH:20]=[CH:19][C:18]([O:21][C:22]([F:25])([F:24])[F:23])=[CH:17][CH:16]=3)[CH2:12][CH:11]([C:26](O)=[O:27])[CH2:10]2)=[O:8])[CH2:6][CH2:5][O:4][CH2:3][CH2:2]1.O[N:30]=[C:31]([NH2:36])[C:32]([CH3:35])([CH3:34])[CH3:33]>>[C:32]([C:31]1[N:36]=[C:26]([CH:11]2[CH2:12][CH:13]([C:15]3[CH:20]=[CH:19][C:18]([O:21][C:22]([F:23])([F:25])[F:24])=[CH:17][CH:16]=3)[CH2:14][N:9]([C:7]([N:1]3[CH2:2][CH2:3][O:4][CH2:5][CH2:6]3)=[O:8])[CH2:10]2)[O:27][N:30]=1)([CH3:35])([CH3:34])[CH3:33]. Procedure: 80 mg (0.20 mmol) of 1-(morpholin-4-ylcarbonyl)-5-[4-(trifluoromethoxy)phenyl]piperidine-3-carboxylic acid (Example 44A) and 26 mg (0.22 mmol, 1.1 eq.) of N′-hydroxy-2,2-dimethylpropanimidamide were reacted according to the General Method 1. Yield: 68 mg (70% of theory) Reactants: CC(C)C(CS(=O)(=O)N1CCN(c2ccc(Br)cc2)CC1)C(=O)OC(C)(C)C, ClCCl, O=C(O)C(F)(F)F. Product: CC(C)C(CS(=O)(=O)N1CCN(c2ccc(Br)cc2)CC1)C(=O)O. RXN SMILES: [C:8]([CH3:9])([CH3:10])([CH3:11])[O:12][C:13]([CH:14]([CH:15]([CH3:16])[CH3:17])[CH2:18][S:19](=[O:20])(=[O:21])[N:22]1[CH2:23][CH2:24][N:25]([c:28]2[cH:29][cH:30][c:31]([Br:34])[cH:32][cH:33]2)[CH2:26][CH2:27]1)=[O:35].[Cl:36][CH2:37][Cl:38].[OH:1][C:2]([C:3]([F:4])([F:5])[F:6])=[O:7]>>[O:12]=[C:13]([CH:14]([CH:15]([CH3:16])[CH3:17])[CH2:18][S:19](=[O:20])(=[O:21])[N:22]1[CH2:23][CH2:24][N:25]([c:28]2[cH:29][cH:30][c:31]([Br:34])[cH:32][cH:33]2)[CH2:26][CH2:27]1)[OH:35]. Starting materials: C(#N)C=1C=C(C=CC1OC(C)C)C1=NC(=NO1)C1=C2CCC(C2=CC=C1)N1CC(C1)C(=O)OC (methyl 1-(4-(5-(3-cyano-4-isopropoxyphenyl)-1,2,4-oxadiazol-3-yl)-2,3-dihydro-1H-inden-1-yl)azetidine-3-carboxylate), [OH-].[Na+] (NaOH). The solvent is CS(=O)C (DMSO). Run at time 2 hour. Yields the product C(#N)C=1C=C(C=CC1OC(C)C)C1=NC(=NO1)C1=C2CCC(C2=CC=C1)N1CC(C1)C(=O)O (1-(4-(5-(3-cyano-4-isopropoxyphenyl)-1,2,4-oxadiazol-3-yl)-2,3-dihydro-1H-inden-1-yl)azetidine-3-carboxylic acid). As a reaction SMILES: [C:1]([C:3]1[CH:4]=[C:5]([C:13]2[O:17][N:16]=[C:15]([C:18]3[CH:26]=[CH:25][CH:24]=[C:23]4[C:19]=3[CH2:20][CH2:21][CH:22]4[N:27]3[CH2:30][CH:29]([C:31]([O:33]C)=[O:32])[CH2:28]3)[N:14]=2)[CH:6]=[CH:7][C:8]=1[O:9][CH:10]([CH3:12])[CH3:11])#[N:2].[OH-].[Na+]>CS(C)=O>[C:1]([C:3]1[CH:4]=[C:5]([C:13]2[O:17][N:16]=[C:15]([C:18]3[CH:26]=[CH:25][CH:24]=[C:23]4[C:19]=3[CH2:20][CH2:21][CH:22]4[N:27]3[CH2:30][CH:29]([C:31]([OH:33])=[O:32])[CH2:28]3)[N:14]=2)[CH:6]=[CH:7][C:8]=1[O:9][CH:10]([CH3:12])[CH3:11])#[N:2] |f:1.2|. Reported procedure: To a solution of methyl 1-(4-(5-(3-cyano-4-isopropoxyphenyl)-1,2,4-oxadiazol-3-yl)-2,3-dihydro-1H-inden-1-yl)azetidine-3-carboxylate (6.8 mg, 0.02 mmol) was added 5N NaOH (20 μL). The mixture was stirred at room temperature for 2 hours, dissolved in 250 μL of 1:1 DMSO: MeOH and purified by preparative HPLC. LCMS-ESI (m/z) calculated for C25H24N4O4: 444.5. found 445.1 [M+H]+, tR=6.52 min (Method 2). Starting materials: C1(=CC=CC=C1)S(=O)(=O)N1C(=CC2=CC(=CC=C12)C=1C=NC=CC1)CC(C(F)(F)F)(CC(C)(C)C1=CC(=CC=2CCOC21)F)O (2-(1-benzenesulfonyl-5-pyridin-3-yl-1H-indol-2-ylmethyl)-1,1,1-trifluoro-4-(5-fluoro-2,3-dihydrobenzofuran-7-yl)-4-methylpentan-2-ol), [F-].C(CCC)[N+](CCCC)(CCCC)CCCC (tetrabutylammonium fluoride). Run in C1CCOC1 (THF), C1CCOC1 (THF). Run at temperature 80 celsius, time 18 hour. Product: FC(C(CC(C)(C)C1=CC(=CC=2CCOC21)F)(O)CC=2NC1=CC=C(C=C1C2)C=2C=NC=CC2)(F)F (1,1,1-Trifluoro-4-(5-fluoro-2,3-dihydrobenzofuran-7-yl)-4-methyl-2-(5-pyridin-3-yl-1H-indol-2-ylmethyl)pentan-2-ol). The yield is 83.9%. RXN SMILES: C1(S([N:10]2[C:18]3[C:13](=[CH:14][C:15]([C:19]4[CH:20]=[N:21][CH:22]=[CH:23][CH:24]=4)=[CH:16][CH:17]=3)[CH:12]=[C:11]2[CH2:25][C:26]([OH:45])([CH2:31][C:32]([C:35]2[C:43]3[O:42][CH2:41][CH2:40][C:39]=3[CH:38]=[C:37]([F:44])[CH:36]=2)([CH3:34])[CH3:33])[C:27]([F:30])([F:29])[F:28])(=O)=O)C=CC=CC=1.[F-].C([N+](CCCC)(CCCC)CCCC)CCC>C1COCC1>[F:30][C:27]([F:28])([F:29])[C:26]([CH2:25][C:11]1[NH:10][C:18]2[C:13]([CH:12]=1)=[CH:14][C:15]([C:19]1[CH:20]=[N:21][CH:22]=[CH:23][CH:24]=1)=[CH:16][CH:17]=2)([OH:45])[CH2:31][C:32]([C:35]1[C:43]2[O:42][CH2:41][CH2:40][C:39]=2[CH:38]=[C:37]([F:44])[CH:36]=1)([CH3:34])[CH3:33] |f:1.2|. Procedure details: To a solution of the above 2-(1-benzenesulfonyl-5-pyridin-3-yl-1H-indol-2-ylmethyl)-1,1,1-trifluoro-4-(5-fluoro-2,3-dihydrobenzofuran-7-yl)-4-methylpentan-2-ol (71 mg, 0.11 mmol) in 5 mL of THF was added a I M solution of tetrabutylammonium fluoride (0.5 mL, 0.5 mmol) in THF and the mixture was warmed at 80° C. After 18 hours, the mixture was concentrated in vacuo and diluted with 1 N aqueous sodium hydroxide solution and extracted with three 5 mL portions of ethyl acetate. The combined organic ... The reactants are C1CSC(=O)C1N.Cl (DL-homocysteine thiolactone hydrochloride), CC1(C2CCC1(C(=O)OC2=O)C)C (DL-camphoric anhydride), C(=O)(O)[O-].[Na+] (NaHCO3). The solvent is C(Cl)Cl (CH2Cl2), O (H2O). Yields the product O=C1SCCC1NC(=O)C1=C(C(=O)O)C=CC=C1 (2-[[N-(tetrahydro-2-oxo-3-thienyl)amino]carbonyl]benzoic acid). Reaction SMILES: [CH2:1]1[CH:6]([NH2:7])[C:4](=[O:5])[S:3][CH2:2]1.Cl.C[C:10]1([CH3:21])[C:14]2(C)[C:15]([O:17][C:18](=O)[CH:11]1[CH2:12][CH2:13]2)=[O:16].C([O-])(O)=[O:23].[Na+]>C(Cl)Cl.O>[O:5]=[C:4]1[CH:6]([NH:7][C:21]([C:10]2[CH:18]=[CH:11][CH:12]=[CH:13][C:14]=2[C:15]([OH:17])=[O:16])=[O:23])[CH2:1][CH2:2][S:3]1 |f:0.1,3.4|. Procedure details: According to the same procedure, 10 g (65 mmol) of DL-homocysteine thiolactone hydrochloride, 11.52 g (63 mmol) of DL-camphoric anhydride and 5.46 g (65 mmol) of NaHCO3 in 42 ml of CH2Cl2 and 1 ml of H2O were reacted. The reactants are CCCCCCCCCCCC(=O)[O-], C=C(C)C(=O)OCCN=C=O, CCCCCCCCCCCC(=O)[O-], CCCC[Sn+2]CCCC, ClCCl, NC1CCCCC1. Yields the product C=C(C)C(=O)OCCNC(=O)NC1CCCCC1. Reaction SMILES: [C:19]([O-:20])(=[O:21])[CH2:22][CH2:23][CH2:24][CH2:25][CH2:26][CH2:27][CH2:28][CH2:29][CH2:30][CH2:31][CH3:32].[C:1]([C:2](=[CH2:3])[CH3:4])(=[O:5])[O:6][CH2:7][CH2:8][N:9]=[C:10]=[O:11].[C:33]([O-:34])(=[O:35])[CH2:36][CH2:37][CH2:38][CH2:39][CH2:40][CH2:41][CH2:42][CH2:43][CH2:44][CH2:45][CH3:46].[CH2:47]([Sn+2:48][CH2:49][CH2:50][CH2:51][CH3:52])[CH2:53][CH2:54][CH3:55].[CH2:56]([Cl:57])[Cl:58].[NH2:12][CH:13]1[CH2:14][CH2:15][CH2:16][CH2:17][CH2:18]1>>[C:1]([C:2](=[CH2:3])[CH3:4])(=[O:5])[O:6][CH2:7][CH2:8][NH:9][C:10](=[O:11])[NH:12][CH:13]1[CH2:14][CH2:15][CH2:16][CH2:17][CH2:18]1. Starting materials: CCOC(=O)c1nn(Cc2ccc(Br)nc2)c2ccccc2c1=O, O=C([O-])[O-], O=C([O-])O, Cn1cc(B2OC(C)(C)C(C)(C)O2)cn1, [Cs+], [Cs+], [Na+], C1CCOC1. The product is CCOC(=O)c1nn(Cc2ccc(-c3cnn(C)c3)nc2)c2ccccc2c1=O. Reaction SMILES: [Br:1][c:2]1[cH:3][cH:4][c:5]([CH2:8][n:9]2[n:10][c:11]([C:20](=[O:21])[O:22][CH2:23][CH3:24])[c:12](=[O:19])[c:13]3[cH:14][cH:15][cH:16][cH:17][c:18]23)[cH:6][n:7]1.[C:40](=[O:41])([O-:42])[O-:43].[C:46](=[O:47])([OH:48])[O-:49].[CH3:25][n:26]1[n:27][cH:28][c:29]([B:31]2[O:32][C:33]([CH3:34])([CH3:35])[C:36]([CH3:37])([CH3:38])[O:39]2)[cH:30]1.[Cs+:44].[Cs+:45].[Na+:50].[O:51]1[CH2:52][CH2:53][CH2:54][CH2:55]1>>[c:2]1(-[c:29]2[cH:28][n:27][n:26]([CH3:25])[cH:30]2)[cH:3][cH:4][c:5]([CH2:8][n:9]2[n:10][c:11]([C:20](=[O:21])[O:22][CH2:23][CH3:24])[c:12](=[O:19])[c:13]3[cH:14][cH:15][cH:16][cH:17][c:18]23)[cH:6][n:7]1. The reactants are ClC=1N(C=C(N1)[N+](=O)[O-])C[C@@](CN1CCN(CC1)C(=O)OCC=CC1=CC=C(C=C1)C(F)(F)F)(C)O (3-(4-Trifluoromethylphenyl)-2-propenyl (S)-4-[3-(2-chloro-4-nitroimidazol-1-yl)-2-hydroxy-2-methyl-propyl]piperazine-1-carboxylate), C(C)(=O)OCC (ethyl acetate), O (water), [H-].[Na+] (sodium hydride). Run in CN(C)C=O (DMF). Run at time 1.5 hour. Product: C[C@@]1(CN2C(O1)=NC(=C2)[N+](=O)[O-])CN2CCN(CC2)C(=O)OCC=CC2=CC=C(C=C2)C(F)(F)F (3-(4-trifluoromethylphenyl)-2-propenyl (S)-4-(2-methyl-6-nitro-2,3-dihydroimidazo[2,1-b]oxazol-2-ylmethyl)piperazine-1-carboxylate). Yield: 82.7%. Reaction SMILES: Cl[C:2]1[N:3]([CH2:10][C@:11]([OH:36])([CH3:35])[CH2:12][N:13]2[CH2:18][CH2:17][N:16]([C:19]([O:21][CH2:22][CH:23]=[CH:24][C:25]3[CH:30]=[CH:29][C:28]([C:31]([F:34])([F:33])[F:32])=[CH:27][CH:26]=3)=[O:20])[CH2:15][CH2:14]2)[CH:4]=[C:5]([N+:7]([O-:9])=[O:8])[N:6]=1.[H-].[Na+].C(OCC)(=O)C.O>CN(C=O)C>[CH3:35][C@@:11]1([CH2:12][N:13]2[CH2:18][CH2:17][N:16]([C:19]([O:21][CH2:22][CH:23]=[CH:24][C:25]3[CH:30]=[CH:29][C:28]([C:31]([F:34])([F:33])[F:32])=[CH:27][CH:26]=3)=[O:20])[CH2:15][CH2:14]2)[O:36][C:2]2=[N:6][C:5]([N+:7]([O-:9])=[O:8])=[CH:4][N:3]2[CH2:10]1 |f:1.2|. Reported procedure: 3-(4-Trifluoromethylphenyl)-2-propenyl (S)-4-[3-(2-chloro-4-nitroimidazol-1-yl)-2-hydroxy-2-methyl-propyl]piperazine-1-carboxylate prepared in Example 391 (13.2 g, 24.81 mmol) was dissolved in DMF (40 ml). To the solution, sodium hydride (1.19 g, 29.78 mmol) was added followed by stirring for 1.5 hours with cooling on ice-bath. To the reaction mixture, ethyl acetate (13 ml) and water (92 ml) were added in this order followed by stirring for 30 minutes. The precipitates were filtered off, washed ...